The task is: describe an organic reaction: reactants, conditions, products, and yield. This data is from the Open Reaction Database (ORD), a public repository of structured organic reaction records. Reactants: CN(CCCN1C2=CC=CC=C2C=2C=C(C=CC12)CN1CC(CCC1)NC(OC(C)(C)C)=O)C (tert-butyl 1-((9-(3-(dimethylamino)propyl)-9H-carbazol-3-yl)methyl)piperidin-3-ylcarbamate), Cl (HCl). The solvent is O1CCOCC1 (1,4-dioxane). Run at time 1 hour. Product: Cl.Cl.CN(CCCN1C2=CC=CC=C2C=2C=C(C=CC12)CN1CC(CCC1)N)C (1-((9-(3-(dimethylamino)propyl)-9H-carbazol-3-yl)methyl)piperidin-3-amine dihydrochloride). Isolated yield 98.0%. As a reaction SMILES: [CH3:1][N:2]([CH3:34])[CH2:3][CH2:4][CH2:5][N:6]1[C:18]2[CH:17]=[CH:16][C:15]([CH2:19][N:20]3[CH2:25][CH2:24][CH2:23][CH:22]([NH:26]C(=O)OC(C)(C)C)[CH2:21]3)=[CH:14][C:13]=2[C:12]2[C:7]1=[CH:8][CH:9]=[CH:10][CH:11]=2.[ClH:35]>O1CCOCC1>[ClH:35].[ClH:35].[CH3:34][N:2]([CH3:1])[CH2:3][CH2:4][CH2:5][N:6]1[C:18]2[CH:17]=[CH:16][C:15]([CH2:19][N:20]3[CH2:25][CH2:24][CH2:23][CH:22]([NH2:26])[CH2:21]3)=[CH:14][C:13]=2[C:12]2[C:7]1=[CH:8][CH:9]=[CH:10][CH:11]=2 |f:3.4.5|. Reported procedure: A 50-mL round-bottom flask was charged with tert-butyl 1-((9-(3-(dimethylamino)propyl)-9H-carbazol-3-yl)methyl)piperidin-3-ylcarbamate (200 mg, 0.43 mmol, 1.00 equiv) and conc. HCl (1 mL) in 1,4-dioxane (3 mL). The resulting mixture was stirred at room temperature for 1 hour. Upon completion, the resulting mixture was concentrated on a rotary evaporator to give the crude that was re-crystallized from 1:1 CH3OH/ether affording 1-((9-(3-(dimethylamino)propyl)-9H-carbazol-3-yl)methyl)piperidin-3-am...